This data is from the Open Reaction Database (ORD), a public repository of structured organic reaction records. The task is: describe an organic reaction: reactants, conditions, products, and yield Starting materials: CC(C)CCC1(c2ccccc2)CC(O)=C(Br)C(=O)O1, C1CCNCC1, ClCCl, Sc1ccccc1. Product: CC(C)CCC1(c2ccccc2)CC(O)=C(Sc2ccccc2)C(=O)O1. Reaction SMILES: [Br:1][C:2]1=[C:7]([OH:8])[CH2:6][C:5]([c:9]2[cH:10][cH:11][cH:12][cH:13][cH:14]2)([CH2:15][CH2:16][CH:17]([CH3:18])[CH3:19])[O:4][C:3]1=[O:20].[CH2:28]1[CH2:29][CH2:30][NH:31][CH2:32][CH2:33]1.[Cl:34][CH2:35][Cl:36].[SH:21][c:22]1[cH:23][cH:24][cH:25][cH:26][cH:27]1>>[C:2]1([S:21][c:22]2[cH:23][cH:24][cH:25][cH:26][cH:27]2)=[C:7]([OH:8])[CH2:6][C:5]([c:9]2[cH:10][cH:11][cH:12][cH:13][cH:14]2)([CH2:15][CH2:16][CH:17]([CH3:18])[CH3:19])[O:4][C:3]1=[O:20].